From a dataset of the Open Reaction Database (ORD), a public repository of structured organic reaction records. describe an organic reaction: reactants, conditions, products, and yield The yield is 84.6%. Run at time 20 minute. As a reaction SMILES: O.[C:2]([OH:14])(=[O:13])[CH2:3][C:4]([CH2:9][C:10]([OH:12])=[O:11])([C:6]([OH:8])=[O:7])[OH:5].[Cl:15][C:16]1[CH:21]=[CH:20][C:19]([C:22]2[CH2:23][CH2:24][N:25]([CH2:28][CH2:29][CH2:30][CH2:31][N:32]3[CH:36]=[N:35][CH:34]=[N:33]3)[CH2:26][CH:27]=2)=[CH:18][CH:17]=1>O.C(O)C>[C:2]([OH:14])(=[O:13])[CH2:3][C:4]([CH2:9][C:10]([OH:12])=[O:11])([C:6]([OH:8])=[O:7])[OH:5].[Cl:15][C:16]1[CH:21]=[CH:20][C:19]([C:22]2[CH2:27][CH2:26][N:25]([CH2:28][CH2:29][CH2:30][CH2:31][N:32]3[CH:36]=[N:35][CH:34]=[N:33]3)[CH2:24][CH:23]=2)=[CH:18][CH:17]=1 |f:0.1,5.6|. Starting materials: O.C(CC(O)(C(=O)O)CC(=O)O)(=O)O (citric acid monohydrate), ClC1=CC=C(C=C1)C=1CCN(CC1)CCCCN1N=CN=C1 (4-(4-chlorophenyl)-1,2,3,6-tetrahydro-1-[4-(1H-1,2,4-triazol-1-yl)butyl]pyridine). Product: C(CC(O)(C(=O)O)CC(=O)O)(=O)O.ClC1=CC=C(C=C1)C=1CCN(CC1)CCCCN1N=CN=C1 (4-(4-chlorophenyl)-1,2,3,6-tetrahydro-1-[4-(1H-1,2,4-triazol-1-yl)butyl]pyridine citrate). Procedure details: A solution of citric acid monohydrate (33.8 g, 0.16 mol) in water (30 ml) is added to a solution of 4-(4-chlorophenyl)-1,2,3,6-tetrahydro-1-[4-(1H-1,2,4-triazol-1-yl)butyl]pyridine (51 g, 0.16 mol) in absolute ethanol (350 ml) at 40° C. After about 20 minutes a precipitate appears, which is filtered after cooling to room temperature, washed with cold ethanol and dried, yielding 68.9 g (84%) of 4-(4-chlorophenyl)-1,2,3,6-tetrahydro-1-[4-(1H-1,2,4-triazol-1-yl)butyl]pyridine citrate of m.p. 133-4°... The solvent is O (water), C(C)O (ethanol).